This data is from the Open Reaction Database (ORD), a public repository of structured organic reaction records. The task is: describe an organic reaction: reactants, conditions, products, and yield As a reaction SMILES: [F:1][C:2]([F:32])([F:31])[C:3]([NH:5][C:6]1[CH:11]=[CH:10][C:9]([CH2:12][C:13]2[CH:18]=[CH:17][N:16]=[C:15]3[N:19]([CH2:22][O:23][CH2:24][CH2:25][Si:26]([CH3:29])([CH3:28])[CH3:27])[CH:20]=[CH:21][C:14]=23)=[C:8]([F:30])[CH:7]=1)=[O:4].[Cl:33]N1C(=O)CCC1=O>C(Cl)(Cl)(Cl)Cl.O.ClCCl>[Cl:33][C:21]1[C:14]2[C:15](=[N:16][CH:17]=[CH:18][C:13]=2[CH2:12][C:9]2[CH:10]=[CH:11][C:6]([NH:5][C:3](=[O:4])[C:2]([F:1])([F:31])[F:32])=[CH:7][C:8]=2[F:30])[N:19]([CH2:22][O:23][CH2:24][CH2:25][Si:26]([CH3:27])([CH3:28])[CH3:29])[CH:20]=1. The product is ClC1=CN(C2=NC=CC(=C21)CC2=C(C=C(C=C2)NC(C(F)(F)F)=O)F)COCC[Si](C)(C)C (N-{4-[(3-Chloro-1-{[2-(trimethylsilyl)ethoxy]methyl}-1H-pyrrolo[2,3-b]pyridin-4-yl)methyl]-3-fluorophenyl}-2,2,2-trifluoroacetamide). Starting materials: FC(C(=O)NC1=CC(=C(C=C1)CC1=C2C(=NC=C1)N(C=C2)COCC[Si](C)(C)C)F)(F)F (2,2,2-trifluoro-N-{3-fluoro-4-[(1-{[2-(trimethylsilyl)ethoxy]methyl}-1H-pyrrolo[2,3-b]pyridin-4-yl)methyl]phenyl}acetamide), ClN1C(CCC1=O)=O (N-chlorosuccinimide). Procedure details: 550 mg (1.07 mmol) of 2,2,2-trifluoro-N-{3-fluoro-4-[(1-{[2-(trimethylsilyl)ethoxy]methyl}-1H-pyrrolo[2,3-b]pyridin-4-yl)methyl]phenyl}acetamide and 143 mg (1.07 mmol) of N-chlorosuccinimide in 23 ml of carbon tetrachloride are heated at reflux for 20 min. After cooling, the mixture is diluted with water in dichloromethane and extracted. The organic phase is separated off, dried over magnesium sulfate and concentrated under reduced pressure. The residue is purified by column chromatography on si... Solvent: C(Cl)(Cl)(Cl)Cl (carbon tetrachloride), O (water), ClCCl (dichloromethane). Reactants: ClC1=NC(=C2N=CN(C2=N1)C1CCCC1)Cl (2,6-dichloro-9-cyclopentylpurine), Cl.C(C)N (ethylamine hydrochloride). Run in C(C)N(CC)CC (triethylamine). Yields the product ClC1=NC(=C2N=CN(C2=N1)C1CCCC1)NCC (2-Chloro-6-(ethylamino)-9-cyclopentylpurine). Reaction SMILES: [Cl:1][C:2]1[N:10]=[C:9]2[C:5]([N:6]=[CH:7][N:8]2[CH:11]2[CH2:15][CH2:14][CH2:13][CH2:12]2)=[C:4](Cl)[N:3]=1.Cl.[CH2:18]([NH2:20])[CH3:19]>C(N(CC)CC)C>[Cl:1][C:2]1[N:10]=[C:9]2[C:5]([N:6]=[CH:7][N:8]2[CH:11]2[CH2:15][CH2:14][CH2:13][CH2:12]2)=[C:4]([NH:20][CH2:18][CH3:19])[N:3]=1 |f:1.2|. Reported procedure: 2-Chloro-6-(ethylamino)-9-cyclopentylpurine is prepared from 2,6-dichloro-9-cyclopentylpurine, ethylamine hydrochloride, and triethylamine essentially as described above in Example 1, Scheme A, step b. The reactants are ClC=1SC(=C(N1)Cl)COCP(=O)(OCC)OCC (2,4-Dichloro-5-(diethylphosphonomethoxymethyl)thiazole), C[Si](C)(C)Br (TMSBr). Yields the product ClC=1SC(=C(N1)Cl)COCP(=O)(O)O (2,4-Dichloro-5-(phosphonomethoxymethyl)thiazole). Reaction SMILES: [Cl:1][C:2]1[S:3][C:4]([CH2:8][O:9][CH2:10][P:11]([O:16]CC)([O:13]CC)=[O:12])=[C:5]([Cl:7])[N:6]=1.C[Si](Br)(C)C>>[Cl:1][C:2]1[S:3][C:4]([CH2:8][O:9][CH2:10][P:11]([OH:13])([OH:16])=[O:12])=[C:5]([Cl:7])[N:6]=1. Reported procedure: 2,4-Dichloro-5-(diethylphosphonomethoxymethyl)thiazole was deesterified with TMSBr as described in Step D, Example 1, to provide the title compound (no. 14.01) as a solid. HPLC Rt=4.36 min; negative ion electrospray MS M−1 found: 276/278. Starting materials: BrC=1C=C2C(CCN(C2=CC1)C(=O)OCC1=CC=CC=C1)=O (Benzyl 6-bromo-4-oxo-3,4-dihydroquinoline-1(2H)-carboxylate), dichloro[1,1′-bis(diphenylphosphino)ferrocene]palladium(II)dichloromethane, Br[Zn]CC(C)(C)C (bromo(neopentyl)zinc). Reaction conditions: time 2 day. Product: C(C(C)(C)C)C=1C=C2C(CCN(C2=CC1)C(=O)OCC1=CC=CC=C1)=O (Benzyl 6-neopentyl-4-oxo-3,4-dihydroquinoline-1(2H)-carboxylate). RXN SMILES: Br[C:2]1[CH:3]=[C:4]2[C:9](=[CH:10][CH:11]=1)[N:8]([C:12]([O:14][CH2:15][C:16]1[CH:21]=[CH:20][CH:19]=[CH:18][CH:17]=1)=[O:13])[CH2:7][CH2:6][C:5]2=[O:22].Br[Zn][CH2:25][C:26]([CH3:29])([CH3:28])[CH3:27]>>[CH2:25]([C:2]1[CH:3]=[C:4]2[C:9](=[CH:10][CH:11]=1)[N:8]([C:12]([O:14][CH2:15][C:16]1[CH:21]=[CH:20][CH:19]=[CH:18][CH:17]=1)=[O:13])[CH2:7][CH2:6][C:5]2=[O:22])[C:26]([CH3:29])([CH3:28])[CH3:27]. Procedure details: Benzyl 6-bromo-4-oxo-3,4-dihydroquinoline-1(2H)-carboxylate (3.10 g) and dichloro[1,1′-bis(diphenylphosphino)ferrocene]palladium(II)dichloromethane adduct (0.35 g) were combined in a round bottom flask. The mixture was put under high vacuum and purged with nitrogen. A 0.5 M solution of bromo(neopentyl)zinc (55 mL) prepared using the procedure of Negishi et al. Tet Lett. 1983, 24, 3823–3824, was added to the mixture and was stirred at room temperature for two days. The reaction had not gone to co...